From a dataset of the Open Reaction Database (ORD), a public repository of structured organic reaction records. describe an organic reaction: reactants, conditions, products, and yield Starting materials: [OH-].[Na+] (NaOH), ClC1=NC(=CC=C1)F (2-chloro-6-fluoro-pyridine), N1=CC(=CC=C1)B(O)O (3-pyridylboronic acid), solution, C([O-])([O-])=O.[Na+].[Na+] (sodium carbonate). Reagents/catalysts: C=1C=CC(=CC1)/C=C/C(=O)/C=C/C2=CC=CC=C2.C=1C=CC(=CC1)/C=C/C(=O)/C=C/C2=CC=CC=C2.C=1C=CC(=CC1)/C=C/C(=O)/C=C/C2=CC=CC=C2.[Pd].[Pd] (tris(dibenzylideneacetone)dipalladium). Reaction conditions: temperature 110 celsius. Yields the product FC1=CC=CC(=N1)C=1C=NC=CC1 (6-fluoro-2,3′-bipyridine). Isolated yield 100.9%. RXN SMILES: Cl[C:2]1[CH:7]=[CH:6][CH:5]=[C:4]([F:8])[N:3]=1.[N:9]1[CH:14]=[CH:13][CH:12]=[C:11](B(O)O)[CH:10]=1.C(=O)([O-])[O-].[Na+].[Na+].[OH-].[Na+]>C1C=CC(/C=C/C(/C=C/C2C=CC=CC=2)=O)=CC=1.C1C=CC(/C=C/C(/C=C/C2C=CC=CC=2)=O)=CC=1.C1C=CC(/C=C/C(/C=C/C2C=CC=CC=2)=O)=CC=1.[Pd].[Pd]>[F:8][C:4]1[N:3]=[C:2]([C:11]2[CH:10]=[N:9][CH:14]=[CH:13][CH:12]=2)[CH:7]=[CH:6][CH:5]=1 |f:2.3.4,5.6,7.8.9.10.11|. Procedure details: A mixture of 2-chloro-6-fluoro-pyridine (0.436 mL, 3.31 mmol) (Oakwood,), 3-pyridylboronic acid (448 mg, 3.65 mmol) (Combi-Blocks Inc.), and tetrakis(triphenylphosphine)palladium (0) (77 mg, 0.066 mmol) (Strem Chemicals) was purged with argon and dioxane (10 mL) and a 1 M solution of sodium carbonate (4.97 mL, 4.97 mmol) were added. The mixture was heated in a microwave at 110° C. for 30 min. The cooled reaction mixture was treated with 1 N NaOH and extracted with EtOAc (30 mL), washed with brin...